From a dataset of the Open Reaction Database (ORD), a public repository of structured organic reaction records. describe an organic reaction: reactants, conditions, products, and yield The reactants are C[Si](C)(C)CCOC(=O)COc1ccc([N+](=O)[O-])c(OCc2ccccc2)c1, CCOC(C)=O. Yields the product C[Si](C)(C)CCOC(=O)COc1ccc(N)c(OCc2ccccc2)c1. As a reaction SMILES: [CH2:1]([c:2]1[cH:3][cH:4][cH:5][cH:6][cH:7]1)[O:8][c:9]1[cH:10][c:11]([O:12][CH2:13][C:14](=[O:15])[O:16][CH2:17][CH2:18][Si:19]([CH3:20])([CH3:21])[CH3:22])[cH:23][cH:24][c:25]1[N+:26]([O-:27])=[O:28].[CH3:29][CH2:30][O:31][C:32]([CH3:33])=[O:34]>>[CH2:1]([c:2]1[cH:3][cH:4][cH:5][cH:6][cH:7]1)[O:8][c:9]1[cH:10][c:11]([O:12][CH2:13][C:14](=[O:15])[O:16][CH2:17][CH2:18][Si:19]([CH3:20])([CH3:21])[CH3:22])[cH:23][cH:24][c:25]1[NH2:26]. Reactants: Cc1ccccc1Br, N#Cc1ccncc1, C1CCOC1, I, [Mg]. Yields the product Cc1ccccc1C(=O)c1ccncc1. RXN SMILES: [Br:2][c:3]1[c:4]([CH3:9])[cH:5][cH:6][cH:7][cH:8]1.[C:11](#[N:12])[c:13]1[cH:14][cH:15][n:16][cH:17][cH:18]1.[CH2:19]1[CH2:22][CH2:21][CH2:20][O:23]1.[I:10].[Mg:1]>>[c:3]1([C:11]([c:13]2[cH:14][cH:15][n:16][cH:17][cH:18]2)=[O:23])[c:4]([CH3:9])[cH:5][cH:6][cH:7][cH:8]1. The reactants are C1(CC1)C(=O)N1[C@H](CCC2=C(C(=CC=C12)B1OC(C(O1)(C)C)(C)C)OC1=CC=CC=C1)C ((5)-cyclopropyl(2-methyl-5-phenoxy-6-(4,4,5,5-tetramethyl-1,3,2-dioxaborolan-2-yl)-3,4-dihydroquinolin-1(2H)-yl)methanone), [N+](=O)([O-])C=1C=NNC1 (4-nitro-1H-pyrazole), N1=CC=CC=C1 (pyridine). The solvent is CN(C=O)C (N,N-dimethylformamide). Reagents/catalysts: C(C)(=O)[O-].[Cu+2].C(C)(=O)[O-] (copper (II) acetate). Procedure details: A 100-mL round-bottom flask equipped with a balloon filled with air was charged with (5)-cyclopropyl(2-methyl-5-phenoxy-6-(4,4,5,5-tetramethyl-1,3,2-dioxaborolan-2-yl)-3,4-dihydroquinolin-1(2H)-yl)methanone (0.240 g, 0.55 mmol), 4-nitro-1H-pyrazole (0.188 g, 1.66 mmol), copper (II) acetate (0.301 g, 1.66 mmol), pyridine (0.2 mL), and N,N-dimethylformamide (5 mL), and the resulting mixture stirred overnight at 90° C. The reaction mixture was cooled to room temperature and filtered through a pad o... Yields the product C1(CC1)C(=O)N1[C@H](CCC2=C(C(=CC=C12)N1N=CC(=C1)[N+](=O)[O-])OC1=CC=CC=C1)C ((S)-cyclopropyl(2-methyl-6-(4-nitro-1H-pyrazol-1-yl)-5-phenoxy-3,4-dihydroquinolin-1(2H)-yl)methanone). Isolated yield 26.1%. RXN SMILES: [CH:1]1([C:4]([N:6]2[C:15]3[C:10](=[C:11]([O:25][C:26]4[CH:31]=[CH:30][CH:29]=[CH:28][CH:27]=4)[C:12](B4OC(C)(C)C(C)(C)O4)=[CH:13][CH:14]=3)[CH2:9][CH2:8][C@@H:7]2[CH3:32])=[O:5])[CH2:3][CH2:2]1.[N+:33]([C:36]1[CH:37]=[N:38][NH:39][CH:40]=1)([O-:35])=[O:34].N1C=CC=CC=1>C([O-])(=O)C.[Cu+2].C([O-])(=O)C.CN(C)C=O>[CH:1]1([C:4]([N:6]2[C:15]3[C:10](=[C:11]([O:25][C:26]4[CH:31]=[CH:30][CH:29]=[CH:28][CH:27]=4)[C:12]([N:38]4[CH:37]=[C:36]([N+:33]([O-:35])=[O:34])[CH:40]=[N:39]4)=[CH:13][CH:14]=3)[CH2:9][CH2:8][C@@H:7]2[CH3:32])=[O:5])[CH2:3][CH2:2]1 |f:3.4.5|. Conditions: temperature 90 celsius, time 8 hour.